This data is from the Open Reaction Database (ORD), a public repository of structured organic reaction records. The task is: describe an organic reaction: reactants, conditions, products, and yield Reactants: C(C1=CC=CC=C1)OC(=O)N[C@@H](CCCNC(N)=N)C(=O)O ((S)-N2-(benzyloxycarbonyl)-arginine), C1(CCCC1)S(=O)(=O)Cl (cyclopentanesulphonyl chloride), N1CCCC1 (pyrrolidine). Product: Cl.N=C(NCCC[C@H](N)C(=O)N1CCCC1)NS(=O)(=O)C1CCCC1 ((S)-1-[N5-{(Imino)-(cyclopentylsulphonylamino)methyl}-ornithyl]-pyrrolidine Hydrochloride). Reaction SMILES: C(OC([NH:11][C@H:12]([C:20]([OH:22])=O)[CH2:13][CH2:14][CH2:15][NH:16][C:17](=[NH:19])[NH2:18])=O)C1C=CC=CC=1.[CH:23]1([S:28]([Cl:31])(=[O:30])=[O:29])[CH2:27][CH2:26][CH2:25][CH2:24]1.[NH:32]1[CH2:36][CH2:35][CH2:34][CH2:33]1>>[ClH:31].[NH:19]=[C:17]([NH:18][S:28]([CH:23]1[CH2:27][CH2:26][CH2:25][CH2:24]1)(=[O:30])=[O:29])[NH:16][CH2:15][CH2:14][CH2:13][C@@H:12]([C:20]([N:32]1[CH2:36][CH2:35][CH2:34][CH2:33]1)=[O:22])[NH2:11] |f:3.4|. Procedure details: Starting from (S)-N2-(benzyloxycarbonyl)-arginine, cyclopentanesulphonyl chloride and pyrrolidine, the expected product is obtained according to the procedure described in Example 1. Starting materials: Clc1nc2ccc(Br)cc2s1, CN(C)C=O, CCOC(C)=O, CCN(C(C)C)C(C)C, C1CCN(C2CCNCC2)C1. Yields the product Brc1ccc2nc(N3CCC(N4CCCC4)CC3)sc2c1. Reaction SMILES: [Br:1][c:2]1[cH:3][c:4]2[c:5]([n:6][c:7]([Cl:9])[s:8]2)[cH:10][cH:11]1.[CH3:23][N:24]([CH3:25])[CH:26]=[O:27].[CH3:37][CH2:38][O:39][C:40](=[O:41])[CH3:42].[CH:28]([N:29]([CH2:30][CH3:31])[CH:32]([CH3:33])[CH3:34])([CH3:35])[CH3:36].[N:12]1([CH:17]2[CH2:18][CH2:19][NH:20][CH2:21][CH2:22]2)[CH2:13][CH2:14][CH2:15][CH2:16]1>>[Br:1][c:2]1[cH:3][c:4]2[c:5]([n:6][c:7]([N:20]3[CH2:19][CH2:18][CH:17]([N:12]4[CH2:13][CH2:14][CH2:15][CH2:16]4)[CH2:22][CH2:21]3)[s:8]2)[cH:10][cH:11]1. Starting materials: COC(C1=C(C(=C(C=C1C1=CC=NC=C1)OC)OC)CO)OC (3,4-dimethoxy-6-(4-pyridyl)hydroxymethylbenzaldehyde dimethyl acetal), O (water), COC(\C=C/C(=O)OC)=O (maleic acid dimethyl ester), CS(=O)(=O)O (methanesulfonic acid). Solvent: C(C)(=O)O (acetic acid), C1(=CC=CC=C1)C (toluene). Product: N1=CC=C(C=C1)C1=C(C(=CC2=CC(=C(C=C12)OC)OC)C(=O)OC)C(=O)OC (1-(4-pyridyl)-2,3-bis(methoxycarbonyl)-6,7-dimethoxynaphthalene). Reaction SMILES: CO[CH:3](OC)[C:4]1[C:9]([C:10]2[CH:15]=[CH:14][N:13]=[CH:12][CH:11]=2)=[CH:8][C:7]([O:16][CH3:17])=[C:6]([O:18][CH3:19])[C:5]=1CO.[CH3:24][O:25][C:26](=[O:33])/[CH:27]=[CH:28]\[C:29]([O:31][CH3:32])=[O:30].[CH3:34]S(O)(=O)=O.O>C(O)(=O)C.C1(C)C=CC=CC=1>[N:13]1[CH:12]=[CH:11][C:10]([C:9]2[C:4]3[C:3](=[CH:8][C:7]([O:16][CH3:17])=[C:6]([O:18][CH3:19])[CH:5]=3)[CH:34]=[C:27]([C:26]([O:25][CH3:24])=[O:33])[C:28]=2[C:29]([O:31][CH3:32])=[O:30])=[CH:15][CH:14]=1. Reported procedure: To a solution of 3,4-dimethoxy-6-(4-pyridyl)hydroxymethylbenzaldehyde dimethyl acetal (18.4 g) in a mixture of acetic acid (50 ml) and toluene (50 ml) is added maleic acid dimethyl ester (8.64 ml), and the mixture is refluxed for one hour. To the mixture is added methanesulfonic acid (9.33 ml), and the mixture is refluxed for 8 hours while the generated water is removed by using a Dean-stark apparatus. The mixture is cooled to room temperature and concentrated. The residue is dissolved in chloro... The reactants are BrC=1C=C(N2N=C(N=CC21)S(=O)C)C2=CC=C(C=C2)S(=O)(=O)C (5-Bromo-2-methanesulfinyl-7-(4-methanesulfonyl-phenyl)-pyrrolo[2,1-f][1,2,4]triazine), C1COCCN1C2=CC=C(C=C2)N (4-(4-morpholino)aniline), CN1C(CCC1)=O (N-Methylpyrrolidinone). Run at temperature 150 celsius. Product: BrC=1C=C(N2N=C(N=CC21)NC2=CC=C(C=C2)N2CCOCC2)C2=CC=C(C=C2)S(=O)(=O)C ([5-Bromo-7-(4-methanesulfonyl-phenyl)-pyrrolo[2,1-f][1,2,4]triazin-2-yl]-(4-morpholin-4-yl-phenyl)-amine). Isolated yield 66.8%. As a reaction SMILES: [Br:1][C:2]1[CH:3]=[C:4]([C:14]2[CH:19]=[CH:18][C:17]([S:20]([CH3:23])(=[O:22])=[O:21])=[CH:16][CH:15]=2)[N:5]2[C:10]=1[CH:9]=[N:8][C:7](S(C)=O)=[N:6]2.[CH2:24]1[N:29]([C:30]2[CH:35]=[CH:34][C:33]([NH2:36])=[CH:32][CH:31]=2)[CH2:28][CH2:27][O:26][CH2:25]1.CN1CCCC1=O>>[Br:1][C:2]1[CH:3]=[C:4]([C:14]2[CH:19]=[CH:18][C:17]([S:20]([CH3:23])(=[O:22])=[O:21])=[CH:16][CH:15]=2)[N:5]2[C:10]=1[CH:9]=[N:8][C:7]([NH:36][C:33]1[CH:32]=[CH:31][C:30]([N:29]3[CH2:24][CH2:25][O:26][CH2:27][CH2:28]3)=[CH:35][CH:34]=1)=[N:6]2. Procedure details: Into a 30 mL vial, [A] 5-Bromo-2-methanesulfinyl-7-(4-methanesulfonyl-phenyl)-pyrrolo[2,1-f][1,2,4]triazine (0.14 g, 0.00034 mol), 4-(4-morpholino)aniline (0.181 g, 0.00101 mol), and N-Methylpyrrolidinone (0.22 mL, 0.0023 mol) were added. The mixture was heated at 150° C. for 3 hours. The mixture was purified via ISCO column chromatography with DCM and MeOH as eluant (0 to 15% methanol). The collected fractions afforded [5-Bromo-7-(4-methanesulfonyl-phenyl)-pyrrolo[2,1-f][1,2,4]triazin-2-yl]-(4-... Reagents/catalysts: CN(C=O)C (N,N-dimethylformamide). Conditions: temperature 0 celsius, time 30 minute. The solvent is C(Cl)Cl (methylene chloride), O (water), O1CCCC1 (tetrahydrofuran), C(Cl)Cl (methylene chloride). Reactants: O(C1=CC=CC=C1)C1=CC=C(C=C1)C(C(=O)O)C (4-phenoxy-phenyl-propionic acid), NC1=NC=CC=C1 (2-aminopyridine), C(C)(C)N(C(C)C)CC (N,N-diisopropylethylamine), solution, C(C(=O)Cl)(=O)Cl (oxalyl chloride). Procedure details: A solution of 3-cyclopentyl-2-(4-phenoxy-phenyl-propionic acid (prepared in Example 12A, 51 mg, 0.16 mmol) in methylene chloride (10 mL) and one drop of N,N-dimethylformamide was cooled to 0° C. and then treated with a 2.0M solution of oxalyl chloride in methylene chloride (0.10 mL, 0.18 mmol). The reaction mixture was stirred at 0° C. for 30 min and then treated with a solution of 2-aminopyridine (32 mg, 0.34 mmol) in tetrahydrofuran (2 mL) and N,N-diisopropylethylamine (0.07 mL, 0.39 mmol). Th... Yield: 35.0%. Reaction SMILES: [O:1]([C:8]1[CH:13]=[CH:12][C:11]([CH:14]([CH3:18])[C:15]([OH:17])=O)=[CH:10][CH:9]=1)[C:2]1[CH:7]=[CH:6][CH:5]=[CH:4][CH:3]=1.[C:19](Cl)(=O)[C:20](Cl)=O.[NH2:25][C:26]1[CH:31]=[CH:30][CH:29]=[CH:28][N:27]=1.[CH:32](N(CC)C(C)C)([CH3:34])[CH3:33]>C(Cl)Cl.CN(C)C=O.O1CCCC1.O>[CH:20]1([CH2:18][CH:14]([C:11]2[CH:10]=[CH:9][C:8]([O:1][C:2]3[CH:3]=[CH:4][CH:5]=[CH:6][CH:7]=3)=[CH:13][CH:12]=2)[C:15]([NH:25][C:26]2[CH:31]=[CH:30][CH:29]=[CH:28][N:27]=2)=[O:17])[CH2:19][CH2:34][CH2:32][CH2:33]1. Yields the product hexanes ethyl acetate, C1(CCCC1)CC(C(=O)NC1=NC=CC=C1)C1=CC=C(C=C1)OC1=CC=CC=C1 (3-cyclopentyl-2-(4-phenoxy-phenyl)-N-pyridin-2-yl-propionamide).